From a dataset of the Open Reaction Database (ORD), a public repository of structured organic reaction records. describe an organic reaction: reactants, conditions, products, and yield The reactants are OC1=C2C(=NC(=C1C(=O)OCC)C)N(C=C2)C (ethyl 4-hydroxy-1,6-dimethyl-1H-pyrrolo[2,3-b]pyridine-5-carboxylate), N1=CC=CC=C1 (pyridine), O(S(=O)(=O)C(F)(F)F)S(=O)(=O)C(F)(F)F (Tf2O), [Na+].[I-] (NaI), Cl (HCl), [O-]S(=O)(=S)[O-].[Na+].[Na+] (Na2S2O3). Solvent: C(C)(=O)OCC (ethyl acetate), C(C)#N (acetonitrile). Reaction conditions: temperature 70 celsius, time 1 hour. The product is IC1=C2C(=NC(=C1C(=O)OCC)C)N(C=C2)C (ethyl 4-iodo-1,6-dimethyl-1H-pyrrolo[2,3-b]pyridine-5-carboxylate). Isolated yield 100.0%. Reaction SMILES: O[C:2]1[C:7]([C:8]([O:10][CH2:11][CH3:12])=[O:9])=[C:6]([CH3:13])[N:5]=[C:4]2[N:14]([CH3:17])[CH:15]=[CH:16][C:3]=12.N1C=CC=CC=1.O(S(C(F)(F)F)(=O)=O)S(C(F)(F)F)(=O)=O.[Na+].[I-:40].Cl.[O-]S([O-])(=S)=O.[Na+].[Na+]>C(#N)C.C(OCC)(=O)C>[I:40][C:2]1[C:7]([C:8]([O:10][CH2:11][CH3:12])=[O:9])=[C:6]([CH3:13])[N:5]=[C:4]2[N:14]([CH3:17])[CH:15]=[CH:16][C:3]=12 |f:3.4,6.7.8|. Reported procedure: A 0° C. solution of ethyl 4-hydroxy-1,6-dimethyl-1H-pyrrolo[2,3-b]pyridine-5-carboxylate (10.0 g, 42.7 mmol) in acetonitrile (200 mL) and pyridine (4.13 mL, 51.2 mmol) was treated dropwise with Tf2O (8.65 mL, 51.2 mmol). After 1 h, the reaction mixture was treated with NaI (19.20 g, 128 mmol) followed by dropwise addition of 3M HCl (17.08 mL, 51.2 mmol) and warmed to 70° C. After 3 h, the reaction mixture was cooled to ambient temperature and added to a sat. aq. solution of Na2S2O3. After stirri... Starting materials: ClC=1C=C(C=CC1)C1=C(C=CC(=C1)[N+](=O)[O-])OC (2-(3-chlorophenyl)-4-nitroanisole), [H][H] (hydrogen). Reagents/catalysts: [Pt](=O)=O (platinum(IV)oxide). Solvent: O1CCCC1 (tetrahydrofuran), CO (methanol). Product: ClC=1C=C(C=CC1)C=1C=C(N)C=CC1OC (3-(3-chlorophenyl)-4-methoxyaniline). Isolated yield 89.5%. Reaction SMILES: [Cl:1][C:2]1[CH:3]=[C:4]([C:8]2[CH:13]=[C:12]([N+:14]([O-])=O)[CH:11]=[CH:10][C:9]=2[O:17][CH3:18])[CH:5]=[CH:6][CH:7]=1.[H][H]>O1CCCC1.CO.[Pt](=O)=O>[Cl:1][C:2]1[CH:3]=[C:4]([C:8]2[CH:13]=[C:12]([CH:11]=[CH:10][C:9]=2[O:17][CH3:18])[NH2:14])[CH:5]=[CH:6][CH:7]=1. Procedure: To a mixture of 2-(3-chlorophenyl)-4-nitroanisole (0.5 g, 1.9 mmol) in tetrahydrofuran (5 mL) and methanol (5 mL) was added platinum(IV)oxide (1 mg). The reaction was stirred at room temperature under one atmosphere of hydrogen for 4.5 hours. The slurry was filtered through Celite and concentrated under reduced pressure to afford 3-(3-chlorophenyl)-4-methoxyaniline as a light yellow oil (405 mg, 1.7 mmol). Reactants: BrC1=CC=C(C=C1)C(C)C1SCCCS1 (4-bromo-1-(1,3-dithian-2-yl)ethylbenzene), C(C)(=O)OCC (ethyl acetate), BrCCCCBr (1,4-dibromobutane). Solvent: O1CCCC1 (tetrahydrofuran), C1CCCCC1 (cyclohexane). Conditions: time 1.5 hour. The product is BrCCCCC1=CC=C(C=C1)C(C)C1SCCCS1 (4-(4-bromobutyl)-1-(1,3-dithian-2-yl)ethylbenzene). RXN SMILES: Br[C:2]1[CH:7]=[CH:6][C:5]([CH:8]([CH:10]2[S:15][CH2:14][CH2:13][CH2:12][S:11]2)[CH3:9])=[CH:4][CH:3]=1.[Br:16][CH2:17][CH2:18][CH2:19][CH2:20]Br.C(OCC)(=O)C>O1CCCC1.C1CCCCC1>[Br:16][CH2:17][CH2:18][CH2:19][CH2:20][C:2]1[CH:7]=[CH:6][C:5]([CH:8]([CH:10]2[S:15][CH2:14][CH2:13][CH2:12][S:11]2)[CH3:9])=[CH:4][CH:3]=1. Reported procedure: A solution of 4-bromo-1-(1,3-dithian-2-yl)ethylbenzene (27.2 g, 94 mmol) in tetrahydrofuran (200 ml) was charged with sec-butyl]ithium (99 ml, 1.3M in cyclohexane, 0.13 mole) dropwise at -78° C. under nitrogen. The mixture was stirred at ambient temperature for 1.5 hours, and then quenched with 1,4-dibromobutane (42 g, 0.2 mole). After being stirred for 3 hours, the mixture was poured into ethyl acetate, and then washed with water and brine. The organic solution was then dried (Na2SO4) and conce... The reactants are O=C1N(CCC1NC(OCC1=CC=CC=C1)=O)COCC[Si](C)(C)C (benzyl N-[2-oxo-1-(2-trimethylsilylethoxy-methyl)-pyrrolidin-3-yl]carbamate), C(=O)[O-].[NH4+] (ammonium formate). Reagents/catalysts: [Pd] (Pd/C). Solvent: CO (methanol). Run at temperature 55 celsius. The product is NC1C(N(CC1)COCC[Si](C)(C)C)=O (3-amino-1-(2-trimethylsilylethoxymethyl)pyrrolidin-2-one). The yield is 59.1%. As a reaction SMILES: [O:1]=[C:2]1[CH:6]([NH:7]C(=O)OCC2C=CC=CC=2)[CH2:5][CH2:4][N:3]1[CH2:18][O:19][CH2:20][CH2:21][Si:22]([CH3:25])([CH3:24])[CH3:23].C([O-])=O.[NH4+]>CO.[Pd]>[NH2:7][CH:6]1[CH2:5][CH2:4][N:3]([CH2:18][O:19][CH2:20][CH2:21][Si:22]([CH3:24])([CH3:23])[CH3:25])[C:2]1=[O:1] |f:1.2|. Reported procedure: A suspension of 10% Pd/C paste (1 g, 0.4400 mmol), benzyl N-[2-oxo-1-(2-trimethylsilylethoxy-methyl)-pyrrolidin-3-yl]carbamate (which may be prepared as described in Description 40) (7.2 g, 19.8 mmol) and ammonium formate (3.7 g, 58.6 mmol) in methanol (400 mL) was heated at a block temperature of 55° C. under N2 for 2 hours. The reaction was cooled to ambient temperature and filtered through Celite under N2 and washed with MeOH (2×25 mL). The filtrate was evaporated to a colourless oil. The oil... The reactants are Brc1c2ccc(n2)c(-c2ccccc2)c2ccc(cc3ccc(n3)c(-c3ccccc3)c3ccc1[nH]3)[nH]2, CC(=O)[O-], O=C([O-])[O-], CC(=O)[O-], C1CCOC1, CCOC(C)=O, CNc1ccccc1, [Cs+], [Cs+], P, [Pd+2], [Pd], c1ccc(P(c2ccccc2)c2ccccc2Oc2ccccc2P(c2ccccc2)c2ccccc2)cc1. Product: CN(c1ccccc1)c1c2ccc(n2)c(-c2ccccc2)c2ccc(cc3ccc(n3)c(-c3ccccc3)c3ccc1[nH]3)[nH]2. Reaction SMILES: [Br:1][c:2]1[c:3]2[cH:4][cH:5][c:6]([nH:7]2)[c:8](-[c:32]2[cH:33][cH:34][cH:35][cH:36][cH:37]2)[c:9]2[cH:10][cH:11][c:12]([cH:13][c:14]3[cH:15][cH:16][c:17]([c:18](-[c:24]4[cH:25][cH:26][cH:27][cH:28][cH:29]4)[c:19]4[cH:20][cH:21][c:22]1[n:23]4)[nH:30]3)[n:31]2.[C:102]([O-:103])(=[O:104])[CH3:105].[C:86](=[O:87])([O-:88])[O-:89].[C:97]([O-:98])(=[O:99])[CH3:100].[CH2:92]1[O:93][CH2:94][CH2:95][CH2:96]1.[CH3:107][CH2:108][O:109][C:110](=[O:111])[CH3:112].[CH3:38][NH:39][c:40]1[cH:41][cH:42][cH:43][cH:44][cH:45]1.[Cs+:90].[Cs+:91].[PH3:85].[Pd+2:101].[Pd:106].[c:46]1([P:47]([c:48]2[cH:49][cH:50][cH:51][cH:52][cH:53]2)[c:54]2[cH:55][cH:56][cH:57][cH:58][c:59]2[O:60][c:61]2[cH:62][cH:63][cH:64][cH:65][c:66]2[P:67]([c:68]2[cH:69][cH:70][cH:71][cH:72][cH:73]2)[c:74]2[cH:75][cH:76][cH:77][cH:78][cH:79]2)[cH:80][cH:81][cH:82][cH:83][cH:84]1>>[c:2]1([N:39]([CH3:38])[c:40]2[cH:41][cH:42][cH:43][cH:44][cH:45]2)[c:3]2[cH:4][cH:5][c:6]([nH:7]2)[c:8](-[c:32]2[cH:33][cH:34][cH:35][cH:36][cH:37]2)[c:9]2[cH:10][cH:11][c:12]([cH:13][c:14]3[cH:15][cH:16][c:17]([c:18](-[c:24]4[cH:25][cH:26][cH:27][cH:28][cH:29]4)[c:19]4[cH:20][cH:21][c:22]1[n:23]4)[nH:30]3)[n:31]2. Reactants: COc1ccc(C)cc1, [Ce+4], O=[N+]([O-])[O-], O=[N+]([O-])[O-], O=[N+]([O-])[O-], O=[N+]([O-])[O-], O=[N+]([O-])[O-], [NH4+], O. Reaction SMILES: [CH3:1][c:2]1[cH:3][cH:4][c:5]([O:8][CH3:9])[cH:6][cH:7]1.[Ce+4:14].[N+:10](=[O:11])([O-:12])[O-:13].[N+:16]([O-:17])([O-:18])=[O:19].[N+:20]([O-:21])([O-:22])=[O:23].[N+:24]([O-:25])([O-:26])=[O:27].[N+:28]([O-:29])([O-:30])=[O:31].[NH4+:15].[OH2:32]>>[CH:1]([c:2]1[cH:3][cH:4][c:5]([O:8][CH3:9])[cH:6][cH:7]1)=[O:11]. The product is COc1ccc(C=O)cc1. The reactants are CC(=O)O[BH-](OC(C)=O)OC(C)=O, Cc1ccc(S(=O)(=O)n2cc(C(=O)O)c3c(C=O)c(Cl)cnc32)cc1, ClCCl, N#CCC(N)C(=O)NC1CCCC1, [Na+]. The product is Cc1ccc(S(=O)(=O)n2cc(C(=O)O)c3c(CNC(CC#N)C(=O)NC4CCCC4)c(Cl)cnc32)cc1. Reaction SMILES: [C:1]([O:2][BH-:3]([O:4][C:5](=[O:6])[CH3:7])[O:8][C:9](=[O:10])[CH3:11])(=[O:12])[CH3:13].[Cl:28][c:29]1[c:30]([CH:51]=[O:52])[c:31]2[c:32]([n:33][cH:34]1)[n:35]([S:41](=[O:42])(=[O:43])[c:44]1[cH:45][cH:46][c:47]([CH3:48])[cH:49][cH:50]1)[cH:36][c:37]2[C:38](=[O:39])[OH:40].[Cl:53][CH2:54][Cl:55].[NH2:15][CH:16]([C:17](=[O:18])[NH:19][CH:20]1[CH2:21][CH2:22][CH2:23][CH2:24]1)[CH2:25][C:26]#[N:27].[Na+:14]>>[NH:15]([CH:16]([C:17](=[O:18])[NH:19][CH:20]1[CH2:21][CH2:22][CH2:23][CH2:24]1)[CH2:25][C:26]#[N:27])[CH2:51][c:30]1[c:29]([Cl:28])[cH:34][n:33][c:32]2[c:31]1[c:37]([C:38](=[O:39])[OH:40])[cH:36][n:35]2[S:41](=[O:42])(=[O:43])[c:44]1[cH:45][cH:46][c:47]([CH3:48])[cH:49][cH:50]1.